Dataset: the Open Reaction Database (ORD), a public repository of structured organic reaction records. Task: describe an organic reaction: reactants, conditions, products, and yield Reaction SMILES: [F:1][C:2]1[CH:7]=[CH:6][C:5]([N:8]2[C:16]3[C:11](=[CH:12][C:13]([O:17][C@@H:18]([C:22]4[CH:27]=[CH:26][CH:25]=[CH:24][CH:23]=4)[C@H:19]([NH2:21])[CH3:20])=[CH:14][CH:15]=3)[CH:10]=[N:9]2)=[CH:4][CH:3]=1.[CH3:28][CH:29]([CH3:33])[C:30](Cl)=[O:31]>>[F:1][C:2]1[CH:3]=[CH:4][C:5]([N:8]2[C:16]3[C:11](=[CH:12][C:13]([O:17][C@H:18]([C:22]4[CH:23]=[CH:24][CH:25]=[CH:26][CH:27]=4)[C@@H:19]([NH:21][C:30](=[O:31])[CH:29]([CH3:33])[CH3:28])[CH3:20])=[CH:14][CH:15]=3)[CH:10]=[N:9]2)=[CH:6][CH:7]=1. The product is FC1=CC=C(C=C1)N1N=CC2=CC(=CC=C12)O[C@@H]([C@H](C)NC(C(C)C)=O)C1=CC=CC=C1 (N-[(1R,2S)-1-[1-(4-fluorophenyl)indazol-5-yl]oxy-1-phenyl-propan-2-yl]-2-methyl-propanamide). Procedure details: Prepared as described in Example 1 using (1S,2R)-1-{[1-(4-fluorophenyl)-1H-indazol-5-yl]oxy}-1-phenylpropan-2-amine (1a, 18 mg, 50 μmol) and 2-methylpropanoyl chloride (21 mg, 150 μmol). Yield 18 mg (84%). The reactants are FC1=CC=C(C=C1)N1N=CC2=CC(=CC=C12)O[C@H]([C@@H](C)N)C1=CC=CC=C1 ((1S,2R)-1-{[1-(4-fluorophenyl)-1H-indazol-5-yl]oxy}-1-phenylpropan-2-amine), CC(C(=O)Cl)C (2-methylpropanoyl chloride). The reactants are O=C1CCC(=O)N1Br, C1COCCO1, CCO, Cc1cn2cccc(OCc3c(Cl)ccc([N+](=O)[O-])c3Cl)c2n1. Yields the product Cc1nc2c(OCc3c(Cl)ccc([N+](=O)[O-])c3Cl)cccn2c1Br. RXN SMILES: [Br:24][N:25]1[C:26](=[O:27])[CH2:28][CH2:29][C:30]1=[O:31].[CH2:35]1[O:36][CH2:37][CH2:38][O:39][CH2:40]1.[CH3:32][CH2:33][OH:34].[Cl:1][c:2]1[c:3]([CH2:4][O:5][c:6]2[c:7]3[n:8]([cH:9][cH:10][cH:11]2)[cH:12][c:13]([CH3:15])[n:14]3)[c:16]([Cl:23])[cH:17][cH:18][c:19]1[N+:20](=[O:21])[O-:22]>>[Cl:1][c:2]1[c:3]([CH2:4][O:5][c:6]2[c:7]3[n:8]([cH:9][cH:10][cH:11]2)[c:12]([Br:24])[c:13]([CH3:15])[n:14]3)[c:16]([Cl:23])[cH:17][cH:18][c:19]1[N+:20](=[O:21])[O-:22]. Conditions: temperature 60 celsius, time 1 hour. Procedure: 4.5 g (0.05 mol) of methoxypropanol was dissolved in 45 ml of dimethyl sulfoxide to obtain a solution. 2.0 g of 60% sodium hydride was added to this solution at a room temperature in a nitrogen atmosphere. The obtained mixture was heated to 60° C. and stirred for one hour. After the completion of the reaction, a solution of 4.3 g (0.025 mol) of 4-chloro-2,3,5-trimethylpyridine 1-oxide in 15 ml of dimethyl sulfoxide was dropwise added to the reaction mixture at a room temperature. The obtained mi... Starting materials: [H-].[Na+] (sodium hydride), COC(CC)O (methoxypropanol), CS(=O)C (dimethyl sulfoxide), ClC1=C(C(=[N+](C=C1C)[O-])C)C (4-chloro-2,3,5-trimethylpyridine 1-oxide), CS(=O)C (dimethyl sulfoxide). The product is COCCCOC1=C(C(=[N+](C=C1C)[O-])C)C (4-(3-Methoxypropoxy)-2,3,5-Trimethylpyridine 1-Oxide). Reaction SMILES: [CH3:1][O:2][CH:3](O)[CH2:4][CH3:5].[H-].[Na+].Cl[C:10]1[C:15]([CH3:16])=[CH:14][N+:13]([O-:17])=[C:12]([CH3:18])[C:11]=1[CH3:19].CS(C)=[O:22]>>[CH3:1][O:2][CH2:3][CH2:4][CH2:5][O:22][C:10]1[C:15]([CH3:16])=[CH:14][N+:13]([O-:17])=[C:12]([CH3:18])[C:11]=1[CH3:19] |f:1.2|. The reactants are BrC1=C(C=CC=C1)C (2-bromotoluene), N1CCOCC1 (morpholine), C(C)(C)(C)P(C(C)(C)C)C(C)(C)C (tri-t-butylphosphine). Reagents/catalysts: CC(=O)[O-].CC(=O)[O-].[Pd+2] (Pd(OAc)2). Run in C1(=CC=CC=C1)C (toluene). Conditions: time 6 hour. The product is CC1=C(C=CC=C1)N1CCOCC1 (N-(2-methylphenyl)morpholine). Yield: 101.0%. Reaction SMILES: Br[C:2]1[CH:7]=[CH:6][CH:5]=[CH:4][C:3]=1[CH3:8].[NH:9]1[CH2:14][CH2:13][O:12][CH2:11][CH2:10]1.C(P(C(C)(C)C)C(C)(C)C)(C)(C)C>C1(C)C=CC=CC=1.CC([O-])=O.CC([O-])=O.[Pd+2]>[CH3:8][C:3]1[CH:4]=[CH:5][CH:6]=[CH:7][C:2]=1[N:9]1[CH2:14][CH2:13][O:12][CH2:11][CH2:10]1 |f:4.5.6|. Procedure: The above general procedure was followed using 2-bromotoluene (171 mg, 1.10 mmol) and morpholine (87 mg, 1.00 mmol) with 1 mol % Pd(OAc)2 and 0.8 mol % tri-t-butylphosphine in 1.0 mL of toluene. After 6 hours, the reaction mixture was adsorbed onto silica gel and chromatographed using 5% ethyl acetate/hexanes to give 179 mg (>99%) of N-(2-methylphenyl)morpholine. 1H NMR (500 MHz, CDCl3) δ 7.20 (d J=7.4 Hz, 1H), 7.18 (d, J=7.4 Hz, 1H), 7.03 (d, J=7.4 Hz, 1H), 7.01 (d, J=7.4 Hz, 1H), 3.86 (t, J=4....